This data is from the Open Reaction Database (ORD), a public repository of structured organic reaction records. The task is: describe an organic reaction: reactants, conditions, products, and yield Starting materials: 9H-pyrrolol[1,2-a]indole, 9H-pyrrolol[1,2-a]indol-9-one, substituted or unsubstituted methyl anthranilate, COC1OC(CC1)OC (2,5-dimethoxytetrahydrofuran), COC(=O)C1=C(C=CC=C1)N1C=CC=C1 (1-(2-methoxycarbonylphenyl)pyrrole), [K] (potassium), [OH-].[Na+] (sodium hydroxide). Run in acetic acid. Ester, alcohol. Yields the product C(=O)(O)C1=C(C=CC=C1)N1C=CC=C1 (1-(2-carboxyphenyl)pyrrole). RXN SMILES: COC1CCC(OC)O1.C[O:11][C:12]([C:14]1[CH:19]=[CH:18][CH:17]=[CH:16][C:15]=1[N:20]1[CH:24]=[CH:23][CH:22]=[CH:21]1)=[O:13].[K].[OH-].[Na+]>>[C:12]([C:14]1[CH:19]=[CH:18][CH:17]=[CH:16][C:15]=1[N:20]1[CH:24]=[CH:23][CH:22]=[CH:21]1)([OH:13])=[O:11] |f:3.4,^1:24|. Procedure details: Synthesis substrates 9H-pyrrolol[1,2-a]indole and 9H-pyrrolol[1,2-a]indol-9-one and their derivatives are prepared in accordance with the general methods of Josey and Jenner, J. Org. Chem., 27 (1962) 2466 and Mazzola et al., J. Org. Chem., 32 (1967) 486. The process involves condensation of a substituted or unsubstituted methyl anthranilate (Aldrich Chemical, Inc.) with 2,5-dimethoxytetrahydrofuran (Aldrich Chemical, Inc.) in glacial acetic acid. Ester hydrolysis of the resulting 1-(2-methoxycar... Reactants: [O-]Cl, Cl, O=[N+]([O-])c1cccc2[nH]ncc12, [Na+], [Na+], [OH-], O. Yields the product O=[N+]([O-])c1cccc2[nH]nc(Cl)c12. As a reaction SMILES: [Cl:15][O-:16].[ClH:18].[N+:3](=[O:4])([O-:5])[c:6]1[c:7]2[cH:8][n:9][nH:10][c:11]2[cH:12][cH:13][cH:14]1.[Na+:17].[Na+:2].[OH-:1].[OH2:19]>>[N+:3](=[O:4])([O-:5])[c:6]1[c:7]2[c:8]([Cl:15])[n:9][nH:10][c:11]2[cH:12][cH:13][cH:14]1.